From a dataset of the Open Reaction Database (ORD), a public repository of structured organic reaction records. describe an organic reaction: reactants, conditions, products, and yield Reactants: N1(N=CN=C1)C(C(C(C)(C)C)=O)CC(C(C)(C)C)=O (4-(1,2,4-triazol-1-yl)-2,2,7,7-tetramethyl-octan-3,6-dione), [BH4-].[Na+] (Sodium borohydride). The solvent is CO (methanol), Cl (hydrochloric acid). Yields the product N1(N=CN=C1)C(C(C(C)(C)C)O)CC(C(C)(C)C)=O (4-(1,2,4-Triazol-1-yl)-2,2,7,7-tetramethyl-octan-3-ol-6-one). As a reaction SMILES: [N:1]1([CH:6]([CH2:13][C:14](=[O:19])[C:15]([CH3:18])([CH3:17])[CH3:16])[C:7](=[O:12])[C:8]([CH3:11])([CH3:10])[CH3:9])[CH:5]=[N:4][CH:3]=[N:2]1.[BH4-].[Na+]>CO.Cl>[N:1]1([CH:6]([CH2:13][C:14](=[O:19])[C:15]([CH3:18])([CH3:17])[CH3:16])[CH:7]([OH:12])[C:8]([CH3:10])([CH3:11])[CH3:9])[CH:5]=[N:4][CH:3]=[N:2]1 |f:1.2|. Procedure details: 4-(1,2,4-triazol-1-yl)-2,2,7,7-tetramethyl-octan-3,6-dione (0.005 mol) was dissolved in methanol (50 ml). Sodium borohydride (0.005 mol) was added portionwise at room temperature for 2 hours, the solution was refluxed for 11/2 hours. Removal of the methanol gave a white solid which was dissolved in dilute hydrochloric acid (50 ml) and the solution extracted into chloroform (50 ml), washed with saturated sodium bicarbonate (50 ml) and with water (2×100 ml) and dried over anhydrous sodium sulphate... Reactants: NC=1N=C2N(C=C(C=C2)OC=2C=C(C=CC2)NC(C2=CC(=CC=C2)C(F)(F)F)=O)C1 (N-{3-[(2-aminoimidazo[1,2-a]pyridin-6-yl)oxy]phenyl}-3-(trifluoromethyl)benzamide), C1(CC1)C(=O)Cl (cyclopropanecarbonyl chloride). Solvent: C(C)(=O)OCC (ethyl acetate), CN(C(C)=O)C (N,N-dimethylacetamide). Run at time 2 hour. Yields the product C1(CC1)C(=O)NC=1N=C2N(C=C(C=C2)OC=2C=C(C=CC2)NC(C2=CC(=CC=C2)C(F)(F)F)=O)C1 (N-[3-({2-[(cyclopropylcarbonyl)amino]imidazo[1,2-a]pyridin-6-yl}oxy)phenyl]-3-(trifluoromethyl)benzamide). Yield: 41.5%. As a reaction SMILES: [NH2:1][C:2]1[N:3]=[C:4]2[CH:9]=[CH:8][C:7]([O:10][C:11]3[CH:12]=[C:13]([NH:17][C:18](=[O:29])[C:19]4[CH:24]=[CH:23][CH:22]=[C:21]([C:25]([F:28])([F:27])[F:26])[CH:20]=4)[CH:14]=[CH:15][CH:16]=3)=[CH:6][N:5]2[CH:30]=1.[CH:31]1([C:34](Cl)=[O:35])[CH2:33][CH2:32]1>CN(C)C(=O)C.C(OCC)(=O)C>[CH:31]1([C:34]([NH:1][C:2]2[N:3]=[C:4]3[CH:9]=[CH:8][C:7]([O:10][C:11]4[CH:12]=[C:13]([NH:17][C:18](=[O:29])[C:19]5[CH:24]=[CH:23][CH:22]=[C:21]([C:25]([F:28])([F:26])[F:27])[CH:20]=5)[CH:14]=[CH:15][CH:16]=4)=[CH:6][N:5]3[CH:30]=2)=[O:35])[CH2:33][CH2:32]1. Procedure: To a solution of N-{3-[(2-aminoimidazo[1,2-a]pyridin-6-yl)oxy]phenyl}-3-(trifluoromethyl)benzamide (300 mg, 0.727 mmol) in N,N-dimethylacetamide (3.0 mL) was added cyclopropanecarbonyl chloride (69 μL, 0.763 mmol), and the mixture was stirred at room temperature for 2 hr. The reaction mixture was diluted with ethyl acetate (200 mL), washed with 5% aqueous sodium hydrogen carbonate solution (100 mL) and saturated brine (100 mL), and dried over anhydrous sodium sulfate. The insoluble material was ... The reactants are OC1=C(C(C(C2=CC=CC=C12)(CCC(C)C)NC(CNC(OC(C)(C)C)=O)=O)=O)C1=NS(C2=C(N1)C=CC(=C2)NS(=O)(=O)C)(=O)=O (tert-butyl 2-[(4-hydroxy-1-(3-methylbutyl)-3-{7-[(methylsulfonyl)amino]-1,1-dioxido-4H-1,2,4-benzothiadiazin-3-yl}-2-oxo-1,2-dihydronaphthalen-1-yl)amino]-2-oxoethylcarbamate), Cl (HCl). Solvent: O1CCOCC1 (dioxane). Reaction conditions: time 2 hour. Yields the product NCC(=O)NC1(C(C(=C(C2=CC=CC=C12)O)C1=NS(C2=C(N1)C=CC(=C2)NS(=O)(=O)C)(=O)=O)=O)CCC(C)C (2-amino-N-(4-hydroxy-1-(3-methylbutyl)-3-{7-[(methylsulfonyl)amino]-1,1-dioxido-4H-1,2,4-benzothiadiazin-3-yl}-2-oxo-1,2-dihydronaphthalen-1-yl)acetamide). Isolated yield 103.1%. Reaction SMILES: [OH:1][C:2]1[C:11]2[C:6](=[CH:7][CH:8]=[CH:9][CH:10]=2)[C:5]([NH:17][C:18](=[O:28])[CH2:19][NH:20]C(=O)OC(C)(C)C)([CH2:12][CH2:13][CH:14]([CH3:16])[CH3:15])[C:4](=[O:29])[C:3]=1[C:30]1[NH:35][C:34]2[CH:36]=[CH:37][C:38]([NH:40][S:41]([CH3:44])(=[O:43])=[O:42])=[CH:39][C:33]=2[S:32](=[O:46])(=[O:45])[N:31]=1.Cl>O1CCOCC1>[NH2:20][CH2:19][C:18]([NH:17][C:5]1([CH2:12][CH2:13][CH:14]([CH3:16])[CH3:15])[C:6]2[C:11](=[CH:10][CH:9]=[CH:8][CH:7]=2)[C:2]([OH:1])=[C:3]([C:30]2[NH:35][C:34]3[CH:36]=[CH:37][C:38]([NH:40][S:41]([CH3:44])(=[O:42])=[O:43])=[CH:39][C:33]=3[S:32](=[O:45])(=[O:46])[N:31]=2)[C:4]1=[O:29])=[O:28]. Procedure details: A mixture of the product of Example 45 (4 mg, 0.0059 mmol) and 4 N HCl in dioxane (0.25 mL) was stirred at room temperature for 2 h. After which, the solution was concentrated in vacuo to afford the title compound as a white solid (3.5 mg, 97%). 1H NMR (300 MHz, DMSO-d6) δ ppm 0.57-0.74 (m, 6H), 0.79-0.94 (m, 1H), 1.19-1.39 (m, 2H), 1.75-1.90 (m, 1H), 1.92-2.12 (m, 1H), 3.05 (s, 3H), 7.42-7.66 (m, 5H), 7.88-7.97 (m, 2H), 8.10 (d, J=7.72 Hz, 1H), 9.39 (s, 1H), 10.15 (s, 1H), 14.19 (s, 1H); MS m/z... The reactants are C(C)(=O)OC(CC(=CC(C(=O)OCC)NC=O)CP(=O)(OC(C)C)OC(C)C)C (ethyl 6-acetoxy-2-formylamino-4-diisopropylphosphonomethyl-hept-3-enoate), C(Cl)Cl (CH2Cl2), C[Si](Br)(C)C (trimethylbromosilane). Run in C(C)O (ethanol). Run at temperature 0 celsius, time 24 hour. Yields the product NC(C(=O)OCC)C=C(CC(C)O)CP(=O)(O)O (ethyl 2-amino-6-hydroxy-4-phosphonomethyl-hept-3-enoate). As a reaction SMILES: C([O:4][CH:5]([CH3:29])[CH2:6][C:7]([CH2:18][P:19]([O:25]C(C)C)([O:21]C(C)C)=[O:20])=[CH:8][CH:9]([NH:15]C=O)[C:10]([O:12][CH2:13][CH3:14])=[O:11])(=O)C.C(Cl)Cl.C[Si](C)(C)Br>C(O)C>[NH2:15][CH:9]([CH:8]=[C:7]([CH2:18][P:19]([OH:25])([OH:21])=[O:20])[CH2:6][CH:5]([OH:4])[CH3:29])[C:10]([O:12][CH2:13][CH3:14])=[O:11]. Procedure details: 11.5 g (26.4 mmol) of ethyl 6-acetoxy-2-formylamino-4-diisopropylphosphonomethyl-hept-3-enoate are dissolved in 70 ml of abs. CH2Cl2 and to this solution are added 13.7 ml (105.6 mmol) of trimethylbromosilane. The reaction mixture is allowed to stand for 24 hours at room temperature and, after addition of 70 ml of abs. ethanol, allowed to stand again for 24 hours. The reaction mixture is concentrated by evaporation and the residue is dissolved in 70 ml of ethanol. A mixture of 70 ml of propylene... The reactants are C(C1=CC=CC=C1)OC1=CC(=C(C=C1)/C=C/C(=O)OCC)OC(C)C ((E)-ethyl 3-(4-(benzyloxy)-2-isopropoxyphenyl)acrylate), [H][H] (hydrogen). Reagents/catalysts: [Pd] (Pd/C). Solvent: C(C)O (ethanol). Run at time 8 hour. The product is OC1=CC(=C(C=C1)CCC(=O)OCC)OC(C)C (ethyl 3-(4-hydroxy-2-isopropoxyphenyl)propanoate). RXN SMILES: C([O:8][C:9]1[CH:14]=[CH:13][C:12](/[CH:15]=[CH:16]/[C:17]([O:19][CH2:20][CH3:21])=[O:18])=[C:11]([O:22][CH:23]([CH3:25])[CH3:24])[CH:10]=1)C1C=CC=CC=1.[H][H]>C(O)C.[Pd]>[OH:8][C:9]1[CH:14]=[CH:13][C:12]([CH2:15][CH2:16][C:17]([O:19][CH2:20][CH3:21])=[O:18])=[C:11]([O:22][CH:23]([CH3:24])[CH3:25])[CH:10]=1. Reported procedure: To (E)-ethyl 3-(4-(benzyloxy)-2-isopropoxyphenyl)acrylate (699) (530 mg, 1.56 mmol) in ethanol (12 mL) was added Pd/C (0.5 eq, 10% Degussa type). A balloon of hydrogen gas was added and the reaction was evacuated and back-filled with hydrogen three times. The reaction was stirred overnight at room temperature, filtered through a pad of celite and concentrated in vacuo to give ethyl 3-(4-hydroxy-2 isopropoxyphenyl)propanoate (700). The reactants are [OH-].[Na+] (NaOH), Cl.Cl.N1(C=NC=C1)C1=CC=C(OCCCN)C=C1 (3-[4-(1H-imidazol-1-yl)phenoxy]propanamine dihydrochloride), BrC1=CC=C(C(=O)Cl)C=C1 (4-bromobenzoyl chloride), [OH-].[Na+] (NaOH). Run in C(Cl)Cl (methylene chloride), C(Cl)Cl (methylene chloride). Reaction conditions: time 18 hour. Yields the product BrC1=CC=C(C(=O)NCCCOC2=CC=C(C=C2)N2C=NC=C2)C=C1 (4-Bromo-N-[3-[4-(1H-imidazol-1-yl)phenoxy]propyl]benzamide). Yield: 46.3%. Reaction SMILES: Cl.Cl.[N:3]1([C:8]2[CH:18]=[CH:17][C:11]([O:12][CH2:13][CH2:14][CH2:15][NH2:16])=[CH:10][CH:9]=2)[CH:7]=[CH:6][N:5]=[CH:4]1.[OH-].[Na+].[Br:21][C:22]1[CH:30]=[CH:29][C:25]([C:26](Cl)=[O:27])=[CH:24][CH:23]=1>C(Cl)Cl>[Br:21][C:22]1[CH:30]=[CH:29][C:25]([C:26]([NH:16][CH2:15][CH2:14][CH2:13][O:12][C:11]2[CH:17]=[CH:18][C:8]([N:3]3[CH:7]=[CH:6][N:5]=[CH:4]3)=[CH:9][CH:10]=2)=[O:27])=[CH:24][CH:23]=1 |f:0.1.2,3.4|. Procedure: A mixture of 2.04 g of 3-[4-(1H-imidazol-1-yl)phenoxy]propanamine dihydrochloride (Example 92) in 70 ml of methylene chloride is treated with 21 ml of 1N NaOH followed by 1.54 g of 4-bromobenzoyl chloride with stirring at room temperature for 18 hours. Additional methylene chloride and 5 ml of 1N NaOH is added and the organic layer separated, washed with water and filtered. The organic layer is evaporated in vacuo to a residue which is washed with ether and dried to give 1.3 g of off-white solid... Conditions: time 3 day. Reactants: [H-].[Na+] (NaH), CC1(OC2=CC=C(C=C2C(C1)Br)C#N)C (2,2-dimethyl-4-bromo-6-cyanochroman), N1=NC(=CC=C1O)O (pyridazine-3,6-diol). Reported procedure: 1.2 g of 80% NaH are added to a solution of 2.66 g of 2,2-dimethyl-4-bromo-6-cyanochroman (m.p. 89°-92°; obtainable by reduction of 2,2-dimethyl-6-cyano-4-chromanone with NaBH4, in CH3OH to give oily 2,2-dimethyl-6-cyano-4-chromanol and reaction with PBr3 in toluene at 20°) and 2.5 g of pyridazine-3,6-diol in 70 ml of DMSO and the mixture is stirred at 20° for 3 days. After customary working up, 2,2-dimethyl-4-(6-hydroxy-3-pyridazinyloxy)- 6-cyanochroman, m.p. 221°-224°, is obtained. Product: CC1(OC2=CC=C(C=C2C(C1)OC=1N=NC(=CC1)O)C#N)C (2,2-dimethyl-4-(6-hydroxy-3-pyridazinyloxy)- 6-cyanochroman). As a reaction SMILES: [H-].[Na+].[CH3:3][C:4]1([CH3:17])[CH2:13][CH:12](Br)[C:11]2[C:6](=[CH:7][CH:8]=[C:9]([C:15]#[N:16])[CH:10]=2)[O:5]1.[N:18]1[C:23]([OH:24])=[CH:22][CH:21]=[C:20]([OH:25])[N:19]=1>CS(C)=O>[CH3:3][C:4]1([CH3:17])[CH2:13][CH:12]([O:24][C:23]2[N:18]=[N:19][C:20]([OH:25])=[CH:21][CH:22]=2)[C:11]2[C:6](=[CH:7][CH:8]=[C:9]([C:15]#[N:16])[CH:10]=2)[O:5]1 |f:0.1|. Solvent: CS(=O)C (DMSO). The reactants are Cc1ccc(C(=O)NCc2ccc(S(C)(=O)=O)cc2)c(=O)n1-c1cccc(C(F)(F)F)c1, CC#N, ClCCl, O=C1CCC(=O)N1I, O=S(=O)(O)C(F)(F)F. Yields the product Cc1c(I)cc(C(=O)NCc2ccc(S(C)(=O)=O)cc2)c(=O)n1-c1cccc(C(F)(F)F)c1. RXN SMILES: [CH3:1][c:2]1[cH:3][cH:4][c:5]([C:19](=[O:20])[NH:21][CH2:22][c:23]2[cH:24][cH:25][c:26]([S:29](=[O:30])(=[O:31])[CH3:32])[cH:27][cH:28]2)[c:6](=[O:18])[n:7]1-[c:8]1[cH:9][c:10]([C:14]([F:15])([F:16])[F:17])[cH:11][cH:12][cH:13]1.[CH3:49][C:50]#[N:51].[Cl:52][CH2:53][Cl:54].[I:41][N:42]1[C:43](=[O:44])[CH2:45][CH2:46][C:47]1=[O:48].[OH:33][S:34]([C:35]([F:36])([F:37])[F:38])(=[O:39])=[O:40]>>[CH3:1][c:2]1[c:3]([I:41])[cH:4][c:5]([C:19](=[O:20])[NH:21][CH2:22][c:23]2[cH:24][cH:25][c:26]([S:29](=[O:30])(=[O:31])[CH3:32])[cH:27][cH:28]2)[c:6](=[O:18])[n:7]1-[c:8]1[cH:9][c:10]([C:14]([F:15])([F:16])[F:17])[cH:11][cH:12][cH:13]1.